This data is from the Open Reaction Database (ORD), a public repository of structured organic reaction records. The task is: describe an organic reaction: reactants, conditions, products, and yield The reactants are [Br-], N#CCBr, O=C([O-])[O-], CN(C)C=O, CCCC[N+](CCCC)(CCCC)CCCC, CC(C)(C)c1csc(COc2cccc(C(=O)Nc3cc(CCCS(=O)(=O)c4ccc(Cl)cc4)ccc3O)c2)n1, [K+], [K+]. Yields the product CC(C)(C)c1csc(COc2cccc(C(=O)Nc3cc(CCCS(=O)(=O)c4ccc(Cl)cc4)ccc3OCC#N)c2)n1. As a reaction SMILES: [Br-:56].[Br:47][CH2:48][C:49]#[N:50].[C:41](=[O:42])([O-:43])[O-:44].[CH3:51][N:52]([CH3:53])[CH:54]=[O:55].[CH3:57][CH2:58][CH2:59][CH2:60][N+:61]([CH2:62][CH2:63][CH2:64][CH3:65])([CH2:66][CH2:67][CH2:68][CH3:69])[CH2:70][CH2:71][CH2:72][CH3:73].[Cl:1][c:2]1[cH:3][cH:4][c:5]([S:8](=[O:9])(=[O:10])[CH2:11][CH2:12][CH2:13][c:14]2[cH:15][cH:16][c:17]([OH:40])[c:18]([NH:19][C:20]([c:21]3[cH:22][c:23]([O:27][CH2:28][c:29]4[s:30][cH:31][c:32]([C:34]([CH3:35])([CH3:36])[CH3:37])[n:33]4)[cH:24][cH:25][cH:26]3)=[O:38])[cH:39]2)[cH:6][cH:7]1.[K+:45].[K+:46]>>[Cl:1][c:2]1[cH:3][cH:4][c:5]([S:8](=[O:9])(=[O:10])[CH2:11][CH2:12][CH2:13][c:14]2[cH:15][cH:16][c:17]([O:40][CH2:48][C:49]#[N:50])[c:18]([NH:19][C:20]([c:21]3[cH:22][c:23]([O:27][CH2:28][c:29]4[s:30][cH:31][c:32]([C:34]([CH3:35])([CH3:36])[CH3:37])[n:33]4)[cH:24][cH:25][cH:26]3)=[O:38])[cH:39]2)[cH:6][cH:7]1.